This data is from the Open Reaction Database (ORD), a public repository of structured organic reaction records. The task is: describe an organic reaction: reactants, conditions, products, and yield Reactants: C(C)C1=NC=2C(=NC(=CC2C)C)N1CC1=CC2=C(/C(/C3=C(OC2)C=CC=C3)=C(/C#N)\C)C=C1 ((Z)-2-[8-(2-Ethyl-5,7-dimethyl-3H-imidazo[4,5-b]pyridin-3-yl)methyl-6,11-dihydrodibenzo[b,e]oxepin-11-ylidene]propiononitrile), OCC1=CC2=C(/C(/C3=C(OC2)C=CC=C3)=C(/C#N)\C)C=C1 ((Z)-2-(8-hydroxymethyl-6,11-dihydrodibenzo[b,e]oxepin-11-ylidene)propiononitrile). Product: C(C)C1=NC=2C(=NC(=CC2C)C)N1 (2-ethyl-5,7-dimethyl-3H-imidazo[4,5-b]pyridine). Isolated yield 264.0%. Reaction SMILES: [CH2:1]([C:3]1[N:13](CC2C=CC3/C(=C(\C)/C#N)/C4C=CC=CC=4OCC=3C=2)[C:6]2=[N:7][C:8]([CH3:12])=[CH:9][C:10]([CH3:11])=[C:5]2[N:4]=1)[CH3:2].OCC1C=CC2/C(=C(\C)/C#N)/C3C=CC=CC=3OCC=2C=1>>[CH2:1]([C:3]1[NH:13][C:6]2=[N:7][C:8]([CH3:12])=[CH:9][C:10]([CH3:11])=[C:5]2[N:4]=1)[CH3:2]. Procedure details: [step 1] (Z)-2-[8-(2-Ethyl-5,7-dimethyl-3H-imidazo[4,5-b]pyridin-3-yl)methyl-6,11-dihydrodibenzo[b,e]oxepin-11-ylidene]propiononitrile (158 mg, 57%) was obtained in the same manner as in step 1 of Example 104, using (Z)-2-(8-hydroxymethyl-6,11-dihydrodibenzo[b,e]oxepin-11-ylidene)propiononitrile (178 mg, 0.64 mmol) obtained in Reference Example 31 and 2-ethyl-5,7-dimethyl-3H-imidazo[4,5-b]pyridine (169 mg, 0.96 mmol). The reactants are BrC1=C(C2=C(N=C(O2)C(=O)N(C)C)C(=C1C)C#N)F (6-bromo-4-cyano-7-fluoro-N,N,5-trimethyl-1,3-benzoxazole-2-carboxamide), C(CCC)[Sn](C(=C)OCC)(CCCC)CCCC (tributyl(1-ethoxyvinyl)tin), C(C)(C)(C)C1=CC(=CC(=C1O)C(C)(C)C)C (2,6-di-tert-butyl-p-cresol). Reagents/catalysts: Cl[Pd]([P](C1=CC=CC=C1)(C2=CC=CC=C2)C3=CC=CC=C3)([P](C4=CC=CC=C4)(C5=CC=CC=C5)C6=CC=CC=C6)Cl (bis(triphenylphosphine)palladium chloride). The solvent is C1(=CC=CC=C1)C (toluene). Conditions: time 1 hour. The product is C(#N)C1=C(C(=C(C2=C1N=C(O2)C(=O)N(C)C)F)C(=C)OCC)C (4-cyano-6-[1-(ethoxy)ethenyl]-7-fluoro-N,N,5-trimethyl-1,3-benzoxazole-2-carboxamide). Isolated yield 81.3%. As a reaction SMILES: Br[C:2]1[C:15]([CH3:16])=[C:14]([C:17]#[N:18])[C:5]2[N:6]=[C:7]([C:9]([N:11]([CH3:13])[CH3:12])=[O:10])[O:8][C:4]=2[C:3]=1[F:19].C([Sn](CCCC)(CCCC)[C:25]([O:27][CH2:28][CH3:29])=[CH2:26])CCC.C(C1C(O)=C(C(C)(C)C)C=C(C)C=1)(C)(C)C>Cl[Pd](Cl)([P](C1C=CC=CC=1)(C1C=CC=CC=1)C1C=CC=CC=1)[P](C1C=CC=CC=1)(C1C=CC=CC=1)C1C=CC=CC=1.C1(C)C=CC=CC=1>[C:17]([C:14]1[C:5]2[N:6]=[C:7]([C:9]([N:11]([CH3:13])[CH3:12])=[O:10])[O:8][C:4]=2[C:3]([F:19])=[C:2]([C:25]([O:27][CH2:28][CH3:29])=[CH2:26])[C:15]=1[CH3:16])#[N:18] |^1:56,75|. Reported procedure: Under nitrogen atmosphere, bis(triphenylphosphine)palladium chloride (435 mg, 620 μmol) was added to a toluene (125 ml) solution of 6-bromo-4-cyano-7-fluoro-N,N,5-trimethyl-1,3-benzoxazole-2-carboxamide (I-127) (4.04 g, 12.4 mmol), tributyl(1-ethoxyvinyl)tin (5.37 g, 14.9 mmol) and 2,6-di-tert-butyl-p-cresol (about 20 grains), and heated under reflux for 20 hours. After cooling, the solvent was evaporated away under reduced pressure, then n-hexane was added to the resulting residue and stirred a...